Dataset: the Open Reaction Database (ORD), a public repository of structured organic reaction records. Task: describe an organic reaction: reactants, conditions, products, and yield Yield: 68.6%. Yields the product C(CCC)N(C(=O)C=1N=C(N(C1)C)C1=C(C=C(C(=O)OC)C=C1)C(=O)OCC1=CC=CC=C1)CCCC (3-Benzyl 1-methyl 4-(4-(dibutylcarbamoyl)-1-methyl-1H-imidazol-2-yl)isophthalate). The reactants are Intermediate 271F, C(CCC)N(C(=O)C=1N=C(NC1)C1=C(C=C(C(=O)OC)C=C1)C(=O)OCC1=CC=CC=C1)CCCC (3-benzyl 1-methyl 4-(4-(dibutylcarbamoyl)-1H-imidazol-2-yl)isophthalate), CI (methyl iodide). Reported procedure: Following a procedure analogous to that for the synthesis of Intermediate 271F, 3-benzyl 1-methyl 4-(4-(dibutylcarbamoyl)-1H-imidazol-2-yl)isophthalate (370 mg, 0.75 mmol) and methyl iodide (106 mg, 0.75 mmol) were converted to the title compound (260 mg, 68%). 1H NMR (CDCl3) δ 8.70 (d, J=1.2 Hz, 1H), 8.24 (dd, J=8.0, 1.6 Hz, 1H), 7.52 (d, J=7.6 Hz, 1H), 7.43 (s, 1H), 7.37-7.33 (m, 3H), 7.28-7.27 (m, 2H), 5.17 (s, 2H), 3.98 (s, 3H), 3.92 (br s, 2H), 3.45 (br s, 2H), 3.24 (s, 3H), 1.68-1.52 (m, 4... As a reaction SMILES: [CH2:1]([N:5]([CH2:33][CH2:34][CH2:35][CH3:36])[C:6]([C:8]1[N:9]=[C:10]([C:13]2[CH:22]=[CH:21][C:16]([C:17]([O:19][CH3:20])=[O:18])=[CH:15][C:14]=2[C:23]([O:25][CH2:26][C:27]2[CH:32]=[CH:31][CH:30]=[CH:29][CH:28]=2)=[O:24])[NH:11][CH:12]=1)=[O:7])[CH2:2][CH2:3][CH3:4].[CH3:37]I>>[CH2:33]([N:5]([CH2:1][CH2:2][CH2:3][CH3:4])[C:6]([C:8]1[N:9]=[C:10]([C:13]2[CH:22]=[CH:21][C:16]([C:17]([O:19][CH3:20])=[O:18])=[CH:15][C:14]=2[C:23]([O:25][CH2:26][C:27]2[CH:28]=[CH:29][CH:30]=[CH:31][CH:32]=2)=[O:24])[N:11]([CH3:37])[CH:12]=1)=[O:7])[CH2:34][CH2:35][CH3:36]. The reactants are B, C1CCOC1, C=CC(C)C(NC(=O)OCc1ccccc1)C(=O)OC(C)(C)C, CC(C)=C(C)C. Yields the product CC(CCO)C(NC(=O)OCc1ccccc1)C(=O)OC(C)(C)C. RXN SMILES: [BH3:7].[CH2:31]1[CH2:34][CH2:33][CH2:32][O:35]1.[CH2:8]([c:9]1[cH:10][cH:11][cH:12][cH:13][cH:14]1)[O:15][C:16](=[O:17])[NH:18][CH:19]([C:20](=[O:21])[O:22][C:23]([CH3:24])([CH3:25])[CH3:26])[CH:27]([CH:28]=[CH2:29])[CH3:30].[CH3:1][C:2](=[C:3]([CH3:4])[CH3:5])[CH3:6]>>[CH2:8]([c:9]1[cH:10][cH:11][cH:12][cH:13][cH:14]1)[O:15][C:16](=[O:17])[NH:18][CH:19]([C:20](=[O:21])[O:22][C:23]([CH3:24])([CH3:25])[CH3:26])[CH:27]([CH2:28][CH2:29][OH:35])[CH3:30]. Starting materials: O=C(c1ccccc1)c1ccccc1, CCCCCC=C(c1ccccc1)c1ccccc1. Product: C=CCCCC=C(c1ccccc1)c1ccccc1. As a reaction SMILES: [O:1]=[C:2]([c:3]1[cH:4][cH:5][cH:6][cH:7][cH:8]1)[c:9]1[cH:10][cH:11][cH:12][cH:13][cH:14]1.[c:15]1([C:21](=[CH:22][CH2:23][CH2:24][CH2:25][CH2:26][CH3:27])[c:28]2[cH:29][cH:30][cH:31][cH:32][cH:33]2)[cH:16][cH:17][cH:18][cH:19][cH:20]1>>[c:15]1([C:21](=[CH:22][CH2:23][CH2:24][CH2:25][CH:26]=[CH2:27])[c:28]2[cH:29][cH:30][cH:31][cH:32][cH:33]2)[cH:16][cH:17][cH:18][cH:19][cH:20]1. The reactants are CCN=C=NCCCN(C)C, CN(C)c1ccncc1, NC1CC1, ClCCl, O=C(O)c1ccccc1C1CC(c2csc(C3CCN(C(=O)Cn4nc(C(F)F)cc4C(F)F)CC3)n2)=NO1, O. Yields the product O=C(NC1CC1)c1ccccc1C1CC(c2csc(C3CCN(C(=O)Cn4nc(C(F)F)cc4C(F)F)CC3)n2)=NO1. As a reaction SMILES: [CH2:44]([N:45]=[C:46]=[N:47][CH2:48][CH2:49][CH2:50][N:51]([CH3:52])[CH3:53])[CH3:54].[CH3:59][N:60]([CH3:61])[c:62]1[cH:63][cH:64][n:65][cH:66][cH:67]1.[CH:40]1([NH2:43])[CH2:41][CH2:42]1.[Cl:56][CH2:57][Cl:58].[F:1][CH:2]([c:3]1[n:4][n:5]([CH2:11][C:12](=[O:13])[N:14]2[CH2:15][CH2:16][CH:17]([c:20]3[s:21][cH:22][c:23]([C:25]4=[N:26][O:27][CH:28]([c:30]5[c:31]([C:32](=[O:33])[OH:34])[cH:35][cH:36][cH:37][cH:38]5)[CH2:29]4)[n:24]3)[CH2:18][CH2:19]2)[c:6]([CH:8]([F:9])[F:10])[cH:7]1)[F:39].[OH2:55]>>[F:1][CH:2]([c:3]1[n:4][n:5]([CH2:11][C:12](=[O:13])[N:14]2[CH2:15][CH2:16][CH:17]([c:20]3[s:21][cH:22][c:23]([C:25]4=[N:26][O:27][CH:28]([c:30]5[c:31]([C:32](=[O:34])[NH:43][CH:40]6[CH2:41][CH2:42]6)[cH:35][cH:36][cH:37][cH:38]5)[CH2:29]4)[n:24]3)[CH2:18][CH2:19]2)[c:6]([CH:8]([F:9])[F:10])[cH:7]1)[F:39]. The reactants are C(=O)(OCC1=CC=CC=C1)N[C@@H]([C@@H](C)CC)C(=O)N(CC(=O)OCC)C=1C=NC=CC1 (ethyl N-carbobenzyloxy-L-isoleucyl-N-(3-pyridyl)glycinate), [OH-].[K+] (potassium hydroxide). Yields the product C(=O)(OCC1=CC=CC=C1)N[C@@H]([C@@H](C)CC)C(=O)N(CC(=O)O)C=1C=NC=CC1 (N-carbobenzyloxy-L-isoleucyl-N-(3-pyridyl)glycine). RXN SMILES: [C:1]([NH:11][C@H:12]([C:17]([N:19]([C:26]1[CH:27]=[N:28][CH:29]=[CH:30][CH:31]=1)[CH2:20][C:21]([O:23]CC)=[O:22])=[O:18])[C@H:13]([CH2:15][CH3:16])[CH3:14])([O:3][CH2:4][C:5]1[CH:10]=[CH:9][CH:8]=[CH:7][CH:6]=1)=[O:2].[OH-].[K+]>>[C:1]([NH:11][C@H:12]([C:17]([N:19]([C:26]1[CH:27]=[N:28][CH:29]=[CH:30][CH:31]=1)[CH2:20][C:21]([OH:23])=[O:22])=[O:18])[C@H:13]([CH2:15][CH3:16])[CH3:14])([O:3][CH2:4][C:5]1[CH:6]=[CH:7][CH:8]=[CH:9][CH:10]=1)=[O:2] |f:1.2|. Procedure: An ethanolic solution of ethyl N-carbobenzyloxy-L-isoleucyl-N-(3-pyridyl)glycinate was treated with potassium hydroxide to yield N-carbobenzyloxy-L-isoleucyl-N-(3-pyridyl)glycine. The reactants are CCCCCC (hexane), C(C)(=O)C1=CSC=C1 (3-acetylthiophene), C(C)(=O)OCC (ethyl acetate). Product: S1C=C(C=C1)C(=O)C=O ((3-Thienyl)glyoxal). As a reaction SMILES: CCCCCC.[C:7]([C:10]1[CH:14]=[CH:13][S:12][CH:11]=1)(=[O:9])[CH3:8].C(OCC)(=[O:17])C>>[S:12]1[CH:13]=[CH:14][C:10]([C:7]([CH:8]=[O:17])=[O:9])=[CH:11]1. Procedure details: 3-Acetylthiophene (20.0 g., 0.159 mol) and SeO2 (19.4 g., 0.175 mol) were dissolved 100 ml. dioxane and 8 ml. H2O by warming to 35°, then heated at reflux 16 hours. The reaction mixture was cooled, filtered and the filtrate stripped to a sludge (the hydrate of title product in crude form). The latter was distilled at reduced pressure to yield title product contaminated with about 10% starting material, 8.53 g.; tlc (5:3 hexane:ethyl acetate) Rf 0.27 (title product) and 0.59 (3-acetylthiophene). ...